Dataset: the Open Reaction Database (ORD), a public repository of structured organic reaction records. Task: describe an organic reaction: reactants, conditions, products, and yield Starting materials: C(CC)C1=C(C=CC=C1)CCO (2-(2-propylphenyl)ethan-1-ol), N1C=NC=C1 (imidazole), C1=CC=C(C=C1)P(C2=CC=CC=C2)C3=CC=CC=C3 (PPh3), II (I2). Run in ClCCl (dichloromethane). Run at temperature 30 celsius, time 16 hour. The product is ICCC1=C(C=CC=C1)CCC (1-(2-iodoethyl)-2-propylbenzene). Yield: 50.0%. RXN SMILES: [CH2:1]([C:4]1[CH:9]=[CH:8][CH:7]=[CH:6][C:5]=1[CH2:10][CH2:11]O)[CH2:2][CH3:3].C1C=CC(P(C2C=CC=CC=2)C2C=CC=CC=2)=CC=1.[I:32]I.N1C=CN=C1>ClCCl>[I:32][CH2:11][CH2:10][C:5]1[CH:6]=[CH:7][CH:8]=[CH:9][C:4]=1[CH2:1][CH2:2][CH3:3]. Reported procedure: Into a 50-mL round-bottom flask was placed 2-(2-propylphenyl)ethan-1-ol (240 mg, 1.46 mmol, 1.00 equiv), PPh3 (498 mg, 1.90 mmol, 1.30 equiv), I2 (446 mg), imidazole (129 mg) and dichloromethane (20 mL). The resulting solution was stirred for 16 h at 30° C. The reaction was then quenched by the addition of 100 mL of NaHSO3 (aq.). The resulting solution was extracted with 2×50 mL of dichloromethane and the organic layers combined and concentrated under vacuum. The residue was applied onto a silic... The reactants are CO, COC(=O)CC(=O)N1CC(Cc2ccc(Cl)c(Cl)c2)CC1CCNC(=O)CSc1ncc(-c2ccc(OC)c(OC)c2)cn1, [Li+], [OH-], O, O=S(=O)(O)O. Yields the product COc1ccc(-c2cnc(SCC(=O)NCCC3CC(Cc4ccc(Cl)c(Cl)c4)CN3C(=O)CC(=O)O)nc2)cc1OC. As a reaction SMILES: [CH3:53][OH:54].[Cl:1][c:2]1[cH:3][c:4]([CH2:5][CH:6]2[CH2:7][CH:8]([CH2:18][CH2:19][NH:20][C:21]([CH2:22][S:23][c:24]3[n:25][cH:26][c:27](-[c:30]4[cH:31][c:32]([O:38][CH3:39])[c:33]([O:36][CH3:37])[cH:34][cH:35]4)[cH:28][n:29]3)=[O:40])[N:9]([C:11](=[O:12])[CH2:13][C:14](=[O:15])[O:16][CH3:17])[CH2:10]2)[cH:41][cH:42][c:43]1[Cl:44].[Li+:46].[OH-:45].[OH2:47].[S:48](=[O:49])(=[O:50])([OH:51])[OH:52]>>[Cl:1][c:2]1[cH:3][c:4]([CH2:5][CH:6]2[CH2:7][CH:8]([CH2:18][CH2:19][NH:20][C:21]([CH2:22][S:23][c:24]3[n:25][cH:26][c:27](-[c:30]4[cH:31][c:32]([O:38][CH3:39])[c:33]([O:36][CH3:37])[cH:34][cH:35]4)[cH:28][n:29]3)=[O:40])[N:9]([C:11](=[O:12])[CH2:13][C:14](=[O:15])[OH:16])[CH2:10]2)[cH:41][cH:42][c:43]1[Cl:44]. The reactants are N1(CCCCC1)N1C(C(C2=CC=CC=C12)CC1=CC=NC=C1)=O (1,3-dihydro-1-(1-piperidinyl)-3-(4-pyridinylmethyl)-2H-indol-2-one), [H-].[Na+] (sodium hydride), BrCC(=O)OCC (ethyl bromoacetate), product. The product is O=C1N(C2=CC=CC=C2C1(CC(=O)OCC)CC1=CC=NC=C1)N1CCCCC1 (1,3-dihydro-2-oxo-1-piperidinyl-3-(4-pyridinylmethyl)-2H-indol-3-acetic acid, ethyl ester). Reaction SMILES: [N:1]1([N:7]2[C:15]3[C:10](=[CH:11][CH:12]=[CH:13][CH:14]=3)[CH:9]([CH2:16][C:17]3[CH:22]=[CH:21][N:20]=[CH:19][CH:18]=3)[C:8]2=[O:23])[CH2:6][CH2:5][CH2:4][CH2:3][CH2:2]1.[H-].[Na+].Br[CH2:27][C:28]([O:30][CH2:31][CH3:32])=[O:29]>>[O:23]=[C:8]1[C:9]([CH2:16][C:17]2[CH:22]=[CH:21][N:20]=[CH:19][CH:18]=2)([CH2:27][C:28]([O:30][CH2:31][CH3:32])=[O:29])[C:10]2[C:15](=[CH:14][CH:13]=[CH:12][CH:11]=2)[N:7]1[N:1]1[CH2:6][CH2:5][CH2:4][CH2:3][CH2:2]1 |f:1.2|. Procedure details: The product obtained from Example 23 could be reacted with sodium hydride and ethyl bromoacetate in a manner similar to Example 8 to render the product as an oil. Mass Spec. Calcd. for C22H25N3O4 :394 (M+H). Found: 394. Reactants: ClC1=NC2=CC=CC=C2C(=C1)Cl (2,4-Dichloroquinoline), C[O-].[Na+] (sodium methoxide), CN(C=O)C (dimethyl formamide). The product is COC1=NC2=CC=CC=C2C(=C1)Cl (2-methoxy-4-chloroquinoline), COC1=NC2=CC=CC=C2C(=C1)OC (2,4-dimethoxyquinoline). As a reaction SMILES: Cl[C:2]1[CH:11]=[C:10]([Cl:12])[C:9]2[C:4](=[CH:5][CH:6]=[CH:7][CH:8]=2)[N:3]=1.[CH3:13][O-:14].[Na+].CN(C)[CH:18]=[O:19]>>[CH3:18][O:19][C:2]1[CH:11]=[C:10]([Cl:12])[C:9]2[C:4](=[CH:5][CH:6]=[CH:7][CH:8]=2)[N:3]=1.[CH3:13][O:14][C:2]1[CH:11]=[C:10]([O:19][CH3:18])[C:9]2[C:4](=[CH:5][CH:6]=[CH:7][CH:8]=2)[N:3]=1 |f:1.2|. Procedure: 2,4-Dichloroquinoline (cf. example 14) (4.4 g), sodium methoxide (5.4 g) and dimethyl formamide (70 ml) were heated together at 70° for 2 hrs. The reaction mixture was partitioned between water and ethyl acetate and worked up in standard fashion. The crude product was purified by column chromatography on silica (10% ether in hexane) to give 2-methoxy-4-chloroquinoline (0.87 g) and 2,4-dimethoxyquinoline (1.8 g). The latter was subjected to aqueous hydrolysis by 6N hydrochloric acid for 3 hrs at ... The reactants are Cc1ccccc1Br, BrCCBr, Cc1ccc2ccccc2c1Br, CCOCC, CCOCC, I, [Mg], c1ccccc1. Yields the product Cc1ccccc1-c1c(C)ccc2ccccc12. Reaction SMILES: [Br:19][c:20]1[c:21]([CH3:26])[cH:22][cH:23][cH:24][cH:25]1.[Br:3][CH2:4][CH2:5][Br:6].[Br:7][c:8]1[c:9]([CH3:18])[cH:10][cH:11][c:12]2[cH:13][cH:14][cH:15][cH:16][c:17]12.[CH2:38]([O:39][CH2:40][CH3:41])[CH3:42].[CH3:27][CH2:28][O:29][CH2:30][CH3:31].[I:2].[Mg:1].[cH:32]1[cH:33][cH:34][cH:35][cH:36][cH:37]1>>[c:8]1(-[c:20]2[c:21]([CH3:26])[cH:22][cH:23][cH:24][cH:25]2)[c:9]([CH3:18])[cH:10][cH:11][c:12]2[cH:13][cH:14][cH:15][cH:16][c:17]12. The reactants are CC(=O)OCCCCC#CCOc1ccc(S(=O)(=O)N2CCSC(C)(C)C2C(=O)OC(C)(C)C)cc1, [I-], [Li+]. The product is CC(=O)OCCCCC#CCOc1ccc(S(=O)(=O)N2CCSC(C)(C)C2C(=O)O)cc1. RXN SMILES: [C:3]([CH3:4])([CH3:5])([CH3:6])[O:7][C:8](=[O:9])[CH:10]1[C:11]([CH3:37])([CH3:38])[S:12][CH2:13][CH2:14][N:15]1[S:16](=[O:17])(=[O:18])[c:19]1[cH:20][cH:21][c:22]([O:25][CH2:26][C:27]#[C:28][CH2:29][CH2:30][CH2:31][CH2:32][O:33][C:34]([CH3:35])=[O:36])[cH:23][cH:24]1.[I-:1].[Li+:2]>>[O:7]=[C:8]([OH:9])[CH:10]1[C:11]([CH3:37])([CH3:38])[S:12][CH2:13][CH2:14][N:15]1[S:16](=[O:17])(=[O:18])[c:19]1[cH:20][cH:21][c:22]([O:25][CH2:26][C:27]#[C:28][CH2:29][CH2:30][CH2:31][CH2:32][O:33][C:34]([CH3:35])=[O:36])[cH:23][cH:24]1.